Dataset: the Open Reaction Database (ORD), a public repository of structured organic reaction records. Task: describe an organic reaction: reactants, conditions, products, and yield The reactants are triethyl phosphonoacetate, O1CCCC1 (tetrahydrofuran), [H-].[Na+] (sodium hydride), O1CCCC1 (tetrahydrofuran), COC1=NC=CC=C1CN1CCC(CC1)=O (1-[(2-methoxy-3-pyridyl)methyl]-4-piperidone), O1CCCC1 (tetrahydrofuran), O (Water). Run at time 5 minute. Yields the product COC1=NC=CC=C1CN1CCC(CC1)=CC(=O)OCC (Ethyl 2-[1-[(2-methoxy-3-pyridyl)methyl]hexahydro-4-pyridinylidene]acetate). Reaction SMILES: [O:1]1[CH2:5][CH2:4][CH2:3][CH2:2]1.[H-].[Na+].[CH3:8][O:9][C:10]1[C:15]([CH2:16][N:17]2[CH2:22][CH2:21][C:20](=O)[CH2:19][CH2:18]2)=[CH:14][CH:13]=[CH:12][N:11]=1.[OH2:24]>>[CH3:8][O:9][C:10]1[C:15]([CH2:16][N:17]2[CH2:22][CH2:21][C:20](=[CH:3][C:2]([O:1][CH2:5][CH3:4])=[O:24])[CH2:19][CH2:18]2)=[CH:14][CH:13]=[CH:12][N:11]=1 |f:1.2|. Reported procedure: Under ice-cooling, a mixed solution of 2.2 ml of triethyl phosphonoacetate and 18 ml of tetrahydrofuran was added dropwise into a suspension of 0.40 g of 60% sodium hydride (oil suspension) and 18 ml of tetrahydrofuran. After stirring for 5 minutes, a mixed solution of 2.0 g of 1-[(2-methoxy-3-pyridyl)methyl]-4-piperidone and 9 ml of tetrahydrofuran was added dropwise thereinto. After completing the dropwise addition, the mixture was further stirred under ice-cooling for 30 minutes. Water was ad...